This data is from the Open Reaction Database (ORD), a public repository of structured organic reaction records. The task is: describe an organic reaction: reactants, conditions, products, and yield Reactants: OP(=O)(O)[O-].[K+] (KH2PO4), C(C)(C)(C)OC(=O)N1CCN(CC1)C1=CC=C(C=C1)C=1C(=NON1)N([C@@H](CC(C)C)C(=O)OC)C(=O)OCC(Cl)(Cl)Cl (methyl N-(4-{4-[4-(tert-butoxycarbonyl)piperazin-1-yl]phenyl}-1,2,5-oxadiazol-3-yl)-N-[(2,2,2-trichloroethoxy)carbonyl]leucinate), OP(=O)(O)[O-].[K+] (KH2PO4). Reagents/catalysts: [Zn] (zinc). The solvent is C1CCOC1 (THF). Reaction conditions: time 4 hour. Product: C(C)(C)(C)OC(=O)N1CCN(CC1)C1=CC=C(C=C1)C=1C(=NON1)N[C@@H](CC(C)C)C(=O)OC (methyl N-(4-{4-[4-(tert-butoxycarbonyl)piperazin-1-yl]phenyl}-1,2,5-oxadiazol-3-yl)leucinate). RXN SMILES: [C:1]([O:5][C:6]([N:8]1[CH2:13][CH2:12][N:11]([C:14]2[CH:19]=[CH:18][C:17]([C:20]3[C:21]([N:25](C(OCC(Cl)(Cl)Cl)=O)[C@H:26]([C:31]([O:33][CH3:34])=[O:32])[CH2:27][CH:28]([CH3:30])[CH3:29])=[N:22][O:23][N:24]=3)=[CH:16][CH:15]=2)[CH2:10][CH2:9]1)=[O:7])([CH3:4])([CH3:3])[CH3:2].OP([O-])(O)=O.[K+]>C1COCC1.[Zn]>[C:1]([O:5][C:6]([N:8]1[CH2:13][CH2:12][N:11]([C:14]2[CH:15]=[CH:16][C:17]([C:20]3[C:21]([NH:25][C@H:26]([C:31]([O:33][CH3:34])=[O:32])[CH2:27][CH:28]([CH3:30])[CH3:29])=[N:22][O:23][N:24]=3)=[CH:18][CH:19]=2)[CH2:10][CH2:9]1)=[O:7])([CH3:2])([CH3:3])[CH3:4] |f:1.2|. Procedure details: To methyl N-(4-{4-[4-(tert-butoxycarbonyl)piperazin-1-yl]phenyl}-1,2,5-oxadiazol-3-yl)-N-[(2,2,2-trichloroethoxy)carbonyl]leucinate (605 mg, 0.932 mmol) in THF (20 mL) was added activated zinc powder (610 mg, 9.32 mmol) and an aqueous solution of KH2PO4 (1.0 M, 1.8 mL, 1.8 mmol) dropwise. After 15 min an additional aliquot of aqueous KH2PO4 solution was added (1.0 M, 1.8 mL, 1.8 mmol) and the reaction mixture was stirred for 4 hours. The zinc powder was filtered off, rinsed with Et2O and water a... Starting materials: Cc1cc(N2C=CC(O)CC2)nn2cnnc12, ClCCl. Yields the product Cc1cc(N2C=CC(=O)CC2)nn2cnnc12. Reaction SMILES: [CH3:1][c:2]1[c:3]2[n:4]([n:5][c:6]([N:8]3[CH:9]=[CH:10][CH:11]([OH:14])[CH2:12][CH2:13]3)[cH:7]1)[cH:15][n:16][n:17]2.[Cl:18][CH2:19][Cl:20]>>[CH3:1][c:2]1[c:3]2[n:4]([n:5][c:6]([N:8]3[CH:9]=[CH:10][C:11](=[O:14])[CH2:12][CH2:13]3)[cH:7]1)[cH:15][n:16][n:17]2. The reactants are CC(C(=O)C1=CC=CC=C1)C(CC(=O)C1=CC=CC=C1)=O (2-methyl-1,5-diphenyl-1,3,5-pentanetrione), COC=1C=C(N)C=C(C1)OC (3,5-dimethoxyaniline), C1(=CC=C(C=C1)S(=O)(=O)O)C (para-toluenesulfonic acid), 5A. The solvent is ClC1=CC=CC=C1 (chlorobenzene). Product: COC=1C=C(C=C(C1)OC)N1C(=C(C(C=C1C1=CC=CC=C1)=O)C)C1=CC=CC=C1 (1-(3,5-dimethoxyphenyl)-3-mehtyl-2,6-diphenyl-4(1H)-pyridinone). As a reaction SMILES: [CH3:1][CH:2]([C:11](=[O:21])[CH2:12][C:13]([C:15]1[CH:20]=[CH:19][CH:18]=[CH:17][CH:16]=1)=O)[C:3]([C:5]1[CH:10]=[CH:9][CH:8]=[CH:7][CH:6]=1)=O.[CH3:22][O:23][C:24]1[CH:25]=[C:26]([CH:28]=[C:29]([O:31][CH3:32])[CH:30]=1)[NH2:27].C1(C)C=CC(S(O)(=O)=O)=CC=1>ClC1C=CC=CC=1>[CH3:32][O:31][C:29]1[CH:28]=[C:26]([N:27]2[C:13]([C:15]3[CH:20]=[CH:19][CH:18]=[CH:17][CH:16]=3)=[CH:12][C:11](=[O:21])[C:2]([CH3:1])=[C:3]2[C:5]2[CH:10]=[CH:9][CH:8]=[CH:7][CH:6]=2)[CH:25]=[C:24]([O:23][CH3:22])[CH:30]=1. Procedure details: To 170 ml of chlorobenzene were added 4.2 g (0.015 mole) of 2-methyl-1,5-diphenyl-1,3,5-pentanetrione, 11.5 g (0.075 mole) of 3,5-dimethoxyaniline, 5.2 g (0.027 mole) of para-toluenesulfonic acid and 35.0 g of Molecular Sieves 5A, followed by refluxing the resulting mixture for 2 hours. After cooling the reaction mixture, solid matter was removed from the reaction mixture, followed by addition of 200 ml of chloroform thereto. The organic layer was washed first with 200 ml of 10% hydrochloric aci... Reactants: FC1=CC=C(C=C1)B(O)O (4-fluoro-benzene boronic acid), BrC=1C=CC(=C(NCC(C)C)C1)C (5-bromo-2-methyl-N-(2-methylpropyl)aniline). Product: FC1=CC=C(C=C1)C1=CC(=C(C=C1)C)NCC(C)C (4′-fluoro-4-methyl-N-(2-methylpropyl)biphenyl-3-amine). Isolated yield 83.0%. RXN SMILES: [F:1][C:2]1[CH:7]=[CH:6][C:5](B(O)O)=[CH:4][CH:3]=1.Br[C:12]1[CH:13]=[CH:14][C:15]([CH3:23])=[C:16]([CH:22]=1)[NH:17][CH2:18][CH:19]([CH3:21])[CH3:20]>>[F:1][C:2]1[CH:7]=[CH:6][C:5]([C:12]2[CH:13]=[CH:14][C:15]([CH3:23])=[C:16]([NH:17][CH2:18][CH:19]([CH3:21])[CH3:20])[CH:22]=2)=[CH:4][CH:3]=1. Procedure: Using the same method as in Example 19-(ii), 4-fluoro-benzene boronic acid was reacted with 5-bromo-2-methyl-N-(2-methylpropyl)aniline to give 4′-fluoro-4-methyl-N-(2-methylpropyl)biphenyl-3-amine (yield: 83%). The reactants are FC1=C(C=CC(=C1)F)C(C(C1=NC=C(C=C1)\C=C\COC(C)C)(F)F)(CN1N=NN=C1)O ((E)-2-(2,4-Difluorophenyl)-1,1-difluoro-1-(5-(3-isopropoxyprop-1-en-1-yl)pyridin-2-yl)-3-(1H-tetrazol-1-yl)propan-2-ol). The reagents and catalysts are [Pd] (Pd/C). Run in CO (CH3OH). Conditions: time 2 hour. Yields the product FC1=C(C=CC(=C1)F)C(C(C1=NC=C(C=C1)CCCOC(C)C)(F)F)(CN1N=NN=C1)O (2-(2,4-Difluorophenyl)-1,1-difluoro-1-(5-(3-isopropoxypropyl)pyridin-2-yl)-3-(1H-tetrazol-1-yl)propan-2-ol). Isolated yield 80.0%. As a reaction SMILES: [F:1][C:2]1[CH:7]=[C:6]([F:8])[CH:5]=[CH:4][C:3]=1[C:9]([OH:32])([CH2:26][N:27]1[CH:31]=[N:30][N:29]=[N:28]1)[C:10]([F:25])([F:24])[C:11]1[CH:16]=[CH:15][C:14](/[CH:17]=[CH:18]/[CH2:19][O:20][CH:21]([CH3:23])[CH3:22])=[CH:13][N:12]=1>CO.[Pd]>[F:1][C:2]1[CH:7]=[C:6]([F:8])[CH:5]=[CH:4][C:3]=1[C:9]([OH:32])([CH2:26][N:27]1[CH:31]=[N:30][N:29]=[N:28]1)[C:10]([F:25])([F:24])[C:11]1[CH:16]=[CH:15][C:14]([CH2:17][CH2:18][CH2:19][O:20][CH:21]([CH3:23])[CH3:22])=[CH:13][N:12]=1. Procedure: To a stirred solution of (E)-2-(2,4-difluorophenyl)-1,1-difluoro-1-(5-(3-isopropoxyprop-1-en-1-yl)pyridin-2-yl)-3-(1H-tetrazol-1-yl)propan-2-ol (54; 24 mg, 0.05 mmol) in CH3OH (2 mL) was added 10% Pd/C (2 mg), and the mixture was stirred under hydrogen atmosphere for 2 h. After consumption of the starting material (by TLC), the reaction mixture was filtered through a pad of Celite®, and the Celite® cake was washed thoroughly with EtOAc (3×10 mL). The filtrate was concentrated under reduced press... The reactants are CC(=O)NC1=C(C=CC(=C1)N)N(C)CCO, C1CC1NC2=CC(=NC3=C(C=NN23)C#N)Cl. Reagents/catalysts: C(=O)([O-])[O-].[Cs+].[Cs+], CC1(C2=C(C(=CC=C2)P(C3=CC=CC=C3)C4=CC=CC=C4)OC5=C1C=CC=C5P(C6=CC=CC=C6)C7=CC=CC=C7)C, C1=CC=C(C=C1)/C=C/C(=O)/C=C/C2=CC=CC=C2.C1=CC=C(C=C1)/C=C/C(=O)/C=C/C2=CC=CC=C2.C1=CC=C(C=C1)/C=C/C(=O)/C=C/C2=CC=CC=C2.[Pd].[Pd]. Run in CC(=O)N(C)C. Conditions: temperature 150 celsius. Yields the product CC(=O)NC1=C(C=CC(=C1)NC2=NC3=C(C=NN3C(=C2)NC4CC4)C#N)N(C)CCO. Isolated yield 50.9%. Procedure: In a 40mL vial (t=g) was 5-chloro-7-(cyclopropylamino)pyrazolo[1,5-a]pyrimidine-3-carbonitrile (120mg, 0.51 mmol), N-(5-amino-2-((2-hydroxyethyl)(methyl)amino)phenyl)acetamide (115 mg, 0.51 mmol), and cesium carbonate (335 mg, 1.03 mmol) in DMA (3.0 mL) (),Pd2(dba)3 (23.51 mg, 0.03 mmol) and (9,9-dimethyl-9H-xanthene-4,5-diyl)bis(diphenylphosphine) (29.7 mg, 0.05 mmol) were added.  to give a brown suspension. The vial was filled with N2,  150C microwave for 30 min. LCMS showed SM and product. un... Reactants: polystyrene triphenylphosphine palladium (0), PPh3 Pd(0), BrC=1C(=C2CC(N(C2=CC1)C)=O)Cl (5-bromo-4-chloro-1-methyl-1,3-dihydro-indol-2-one), N1=CC(=CC=C1)B(O)O (3-pyridine boronic acid), COCCOC (1,2-dimethoxyethane). Reagents/catalysts: C=1C=CC(=CC1)[P](C=2C=CC=CC2)(C=3C=CC=CC3)[Pd]([P](C=4C=CC=CC4)(C=5C=CC=CC5)C=6C=CC=CC6)([P](C=7C=CC=CC7)(C=8C=CC=CC8)C=9C=CC=CC9)[P](C=1C=CC=CC1)(C=1C=CC=CC1)C=1C=CC=CC1 (tetrakis(triphenylphosphine)palladium(0)). The solvent is C([O-])([O-])=O.[Na+].[Na+] (sodium carbonate), ClCCl (dichloromethane), C([O-])([O-])=O.[Na+].[Na+] (sodium carbonate). Reaction conditions: temperature 100 celsius. The product is ClC1=C2CC(N(C2=CC=C1C=1C=NC=CC1)C)=O (4-chloro-1-methyl-5-pyridin-3-yl-1,3-dihydro-indol-2-one). Reaction SMILES: Br[C:2]1[C:3]([Cl:13])=[C:4]2[C:8](=[CH:9][CH:10]=1)[N:7]([CH3:11])[C:6](=[O:12])[CH2:5]2.[N:14]1[CH:19]=[CH:18][CH:17]=[C:16](B(O)O)[CH:15]=1.COCCOC>ClCCl.C(=O)([O-])[O-].[Na+].[Na+].C1C=CC([P]([Pd]([P](C2C=CC=CC=2)(C2C=CC=CC=2)C2C=CC=CC=2)([P](C2C=CC=CC=2)(C2C=CC=CC=2)C2C=CC=CC=2)[P](C2C=CC=CC=2)(C2C=CC=CC=2)C2C=CC=CC=2)(C2C=CC=CC=2)C2C=CC=CC=2)=CC=1>[Cl:13][C:3]1[C:2]([C:16]2[CH:15]=[N:14][CH:19]=[CH:18][CH:17]=2)=[CH:10][CH:9]=[C:8]2[C:4]=1[CH2:5][C:6](=[O:12])[N:7]2[CH3:11] |f:4.5.6,^1:41,43,62,81|. Procedure details: To 5-bromo-4-chloro-1-methyl-1,3-dihydro-indol-2-one (78 mg, 0.3 mmol) was added 3-pyridine boronic acid (CAS#1692-25-7, 50.2 mg, 0.41 mmol), 1,2-dimethoxyethane (2.5 mL) and 2 M aqueous sodium carbonate (0.410 mL, 0.82 mmol). The reaction mixture was degassed and placed under an argon atmosphere, at which time resin bound tetrakis(triphenylphosphine)palladium(0), specifically polystyrene triphenylphosphine palladium (0) [PS—PPh3-Pd(0) (Biotage), 0.09 mmol/g loading, (167 mg, 0.015 mmol)] was ad... Reactants: C1(=CC=C(C=C1)S(=O)(=O)OCCC1=CC=C(C=C1)C(CCCCCCC)=O)C (2-(4-Octanoyl phenyl)ethyl p-toluene sulfonate), C(CC(=O)O)(=O)O.C(C)C(C(=O)N)CC (diethyl acetamide malonate), CC[O-].[Na+] (sodium ethylate), ice water. The solvent is C(C)O (ethanol). Reaction conditions: temperature 60 celsius, time 8 hour. Yields the product C(C)C(C(=O)N)CC.C(CC(=O)[O-])(=O)OCCC1=CC=C(C=C1)C(CCCCCCC)=O (diethyl acetamide 2-(4-octanoyl phenyl)ethyl malonate). Reaction SMILES: C1(C)C=CC(S([O:10][CH2:11][CH2:12][C:13]2[CH:18]=[CH:17][C:16]([C:19](=[O:27])[CH2:20][CH2:21][CH2:22][CH2:23][CH2:24][CH2:25][CH3:26])=[CH:15][CH:14]=2)(=O)=O)=CC=1.[C:29](O)(=[O:34])[CH2:30][C:31]([OH:33])=[O:32].[CH2:36]([CH:38]([CH2:42][CH3:43])[C:39]([NH2:41])=[O:40])[CH3:37].CC[O-].[Na+]>C(O)C>[CH2:36]([CH:38]([CH2:42][CH3:43])[C:39]([NH2:41])=[O:40])[CH3:37].[C:29]([O:10][CH2:11][CH2:12][C:13]1[CH:14]=[CH:15][C:16]([C:19](=[O:27])[CH2:20][CH2:21][CH2:22][CH2:23][CH2:24][CH2:25][CH3:26])=[CH:17][CH:18]=1)(=[O:34])[CH2:30][C:31]([O-:33])=[O:32] |f:1.2,3.4,6.7|. Reported procedure: 2-(4-Octanoyl phenyl)ethyl p-toluene sulfonate prepared in the step D-1 (500 mg), diethyl acetamide malonate (810 mg) and sodium ethylate (313 mg) were dissolved in anhydrous ethanol (1.5 ml)—anhydrous N,N-dimethylformamide (6 ml) to obtain a solution. The solution was stirred under atmosphere of nitrogen at 60° C. overnight. The reaction solution was poured into ice water, extracted with ether, and washed with saturated saline solution. The extracted solution was dried over anhydrous magnesium ... Reactants: C(C)(=O)NC1=CC=C(C(=O)O)C=C1 (para-acetamidobenzoic acid), ON1C(CCC1=O)=O (N-hydroxysuccinimide), C1(CCCCC1)N=C=NC1CCCCC1 (N,N'-dicyclohexylcarbodiimide). The solvent is N1=CC=CC=C1 (pyridine). Run at time 2 hour. The product is CCNCCNC(=O)C1=CC=C(C=C1)NC(=O)C (desethyl-N-acetylprocainamide). As a reaction SMILES: [C:1]([NH:4][C:5]1[CH:13]=[CH:12][C:8]([C:9]([OH:11])=O)=[CH:7][CH:6]=1)(=[O:3])[CH3:2].O[N:15]1[C:19](=O)[CH2:18][CH2:17][C:16]1=O.C1([N:28]=C=NC2CCCCC2)CCCCC1>N1C=CC=CC=1>[CH3:17][CH2:16][NH:15][CH2:19][CH2:18][NH:28][C:9]([C:8]1[CH:7]=[CH:6][C:5]([NH:4][C:1]([CH3:2])=[O:3])=[CH:13][CH:12]=1)=[O:11]. Procedure: To 1.79 g of para-acetamidobenzoic acid and 1.15 g of N-hydroxysuccinimide dissolved in 15 ml of pyridine was added 2.3 g of N,N'-dicyclohexylcarbodiimide. The reaction mixture was cooled at 4 C.° for two hours and then filtered to remove crystals which had formed. The crystals were washed with approximately 2 ml of acetone and the pyridine filtrate and acetone washings were then combined. To the combined mixture was added 0.88 g of N-ethylethylenediamine. The resulting mixture was stirred for t...